Dataset: the Open Reaction Database (ORD), a public repository of structured organic reaction records. Task: describe an organic reaction: reactants, conditions, products, and yield The reactants are CO\N=C(/COC1=CC=C(C=C1)CO)\C1=CC=CC=C1 ((1Z)-2-[4-(hydroxymethyl)-phenoxy]-1-phenylethanone O-methyloxime), C(#N)CC1=C(C=CC(=C1)O)CCC(=O)OC (methyl 3-[2-(cyanomethyl)-4-hydroxyphenyl]propanoate). Yields the product C(#N)CC1=C(C=CC(=C1)OCC1=CC=C(C=C1)OC\C(\C1=CC=CC=C1)=N/OC)CCC(=O)O (3-{2-(Cyanomethyl)-4-[(4-{[(2Z)-2-(methoxyimino)-2-phenylethyl]oxy}benzyl)oxy]phenyl}propanoic acid). Isolated yield 71.0%. Reaction SMILES: [CH3:1][O:2]/[N:3]=[C:4](/[C:15]1[CH:20]=[CH:19][CH:18]=[CH:17][CH:16]=1)\[CH2:5][O:6][C:7]1[CH:12]=[CH:11][C:10]([CH2:13][OH:14])=[CH:9][CH:8]=1.[C:21]([CH2:23][C:24]1[CH:29]=[C:28](O)[CH:27]=[CH:26][C:25]=1[CH2:31][CH2:32][C:33]([O:35]C)=[O:34])#[N:22]>>[C:21]([CH2:23][C:24]1[CH:29]=[C:28]([O:14][CH2:13][C:10]2[CH:11]=[CH:12][C:7]([O:6][CH2:5]/[C:4](=[N:3]\[O:2][CH3:1])/[C:15]3[CH:20]=[CH:19][CH:18]=[CH:17][CH:16]=3)=[CH:8][CH:9]=2)[CH:27]=[CH:26][C:25]=1[CH2:31][CH2:32][C:33]([OH:35])=[O:34])#[N:22]. Reported procedure: Compound 44 was synthesized from (1Z)-2-[4-(hydroxymethyl)-phenoxy]-1-phenylethanone O-methyloxime (0.3 g, 1.28 mmol) and methyl 3-[2-(cyanomethyl)-4-hydroxyphenyl]propanoate (0.348 g, 1.28 mmol) by following the procedure described in scheme 18 (0.1 g, yield: 71.00%); Purity: 92.72%.